From a dataset of the Open Reaction Database (ORD), a public repository of structured organic reaction records. describe an organic reaction: reactants, conditions, products, and yield Starting materials: N(=[N+]=[N-])C=1C=C(C=C(C1)I)NC(OC(C)(C)C)=O (3-azido-5-iodophenylcarbamic acid, 1,1-dimethylethyl ester), FC(C(=O)O)(F)F (trifluoroacetic acid), C([O-])(O)=O (bicarbonate). Solvent: ClCCl (dichloromethane), ClCCl (dichloromethane). Conditions: time 30 minute. Product: N(=[N+]=[N-])C=1C=C(N)C=C(C1)I (3-azido-5-iodoaniline). The yield is 83.4%. RXN SMILES: [N:1]([C:4]1[CH:5]=[C:6]([NH:11]C(=O)OC(C)(C)C)[CH:7]=[C:8]([I:10])[CH:9]=1)=[N+:2]=[N-:3].FC(F)(F)C(O)=O.C(=O)(O)[O-]>ClCCl>[N:1]([C:4]1[CH:5]=[C:6]([CH:7]=[C:8]([I:10])[CH:9]=1)[NH2:11])=[N+:2]=[N-:3]. Procedure: Step A-4. To a stirred solution of 3-azido-5-iodophenylcarbamic acid, 1,1-dimethylethyl ester (A-3, 4.03 g, 11.2 mmol) in dichloromethane (13 mL) is added trifluoroacetic acid (13 mL). The reaction mixture is stirred at 20°-25° C. for 30 minutes and then carefully poured into a stirred mixture of saturated aqueous bicarbonate (300 mL) and dichloromethane (300 mL). The phases are separated and the organics are dried (MgSO4), filtered and concentrated. The residue is purified by medium pressure li... Reactants: CC(=O)Oc1ccc(-c2cn3c(n2)sc2ccccc23)cc1, CC(=O)O, CO, [K+], [OH-]. The product is Oc1ccc(-c2cn3c(n2)sc2ccccc23)cc1. RXN SMILES: [C:3](=[O:4])([CH3:5])[O:6][c:7]1[cH:8][cH:9][c:10](-[c:13]2[n:14][c:15]3[s:16][c:17]4[c:18]([n:19]3[cH:20]2)[cH:21][cH:22][cH:23][cH:24]4)[cH:11][cH:12]1.[CH3:25][C:26](=[O:27])[OH:28].[CH3:29][OH:30].[K+:2].[OH-:1]>>[OH:6][c:7]1[cH:8][cH:9][c:10](-[c:13]2[n:14][c:15]3[s:16][c:17]4[c:18]([n:19]3[cH:20]2)[cH:21][cH:22][cH:23][cH:24]4)[cH:11][cH:12]1. Starting materials: CC(C1=CC=CC=C1)(C)N1C(C(C(CC1)=O)C1=CC=CC=C1)=O (1-(α,α-dimethylbenzyl)-2,4-dioxo-3-phenylpiperidine), [BH4-].[Na+] (sodium- borohydride). Run in C(C)O (ethanol). Reaction conditions: time 30 minute. Product: CC(C1=CC=CC=C1)(C)N1C(C(C(CC1)O)C1=CC=CC=C1)=O (1-(α,α-dimethylbenzyl)-4-hydroxy-3-phenyl-2-piperidone). Isolated yield 89.5%. Reaction SMILES: [CH3:1][C:2]([N:10]1[CH2:15][CH2:14][C:13](=[O:16])[CH:12]([C:17]2[CH:22]=[CH:21][CH:20]=[CH:19][CH:18]=2)[C:11]1=[O:23])([CH3:9])[C:3]1[CH:8]=[CH:7][CH:6]=[CH:5][CH:4]=1.[BH4-].[Na+]>C(O)C>[CH3:9][C:2]([N:10]1[CH2:15][CH2:14][CH:13]([OH:16])[CH:12]([C:17]2[CH:18]=[CH:19][CH:20]=[CH:21][CH:22]=2)[C:11]1=[O:23])([CH3:1])[C:3]1[CH:4]=[CH:5][CH:6]=[CH:7][CH:8]=1 |f:1.2|. Procedure: 4.0 g (0.013 mol) of 1-(α,α-dimethylbenzyl)-2,4-dioxo-3-phenylpiperidine prepared by the method of Reference Example 18, was dissolved in 50 ml of ethanol, and 0.27 g (0.007 mol) of sodium- borohydride was added thereto at room temperature. The mixture was stirred at room temperature for 30 minutes, and then ethanol was distilled off under reduced pressure. Water was added to the residue, and precipitated crystals were collected by filtration. The crude product thereby obtained was recrystallize... Starting materials: [N+](=O)([O-])C1=CC=C(CC2=NN(C3=CC=CC=C23)CC(=O)OCC)C=C1 (ethyl 2-[3-(4-nitrobenzyl)-1H-indazol-1-yl]acetate). Reagents/catalysts: [Pd] (palladium on carbon). Solvent: CO (methanol). The product is NC1=CC=C(CC2=NN(C3=CC=CC=C23)CC(=O)OCC)C=C1 (ethyl 2-[3-(4-aminobenzyl)-1H-indazol-1-yl]acetate). Yield: 53.2%. RXN SMILES: [N+:1]([C:4]1[CH:25]=[CH:24][C:7]([CH2:8][C:9]2[C:17]3[C:12](=[CH:13][CH:14]=[CH:15][CH:16]=3)[N:11]([CH2:18][C:19]([O:21][CH2:22][CH3:23])=[O:20])[N:10]=2)=[CH:6][CH:5]=1)([O-])=O>CO.[Pd]>[NH2:1][C:4]1[CH:5]=[CH:6][C:7]([CH2:8][C:9]2[C:17]3[C:12](=[CH:13][CH:14]=[CH:15][CH:16]=3)[N:11]([CH2:18][C:19]([O:21][CH2:22][CH3:23])=[O:20])[N:10]=2)=[CH:24][CH:25]=1. Procedure details: 1.3 g (3.83 mmol) ethyl 2-[3-(4-nitrobenzyl)-1H-indazol-1-yl]acetate was dissolved in 40 mL methanol. 200 mg palladium on carbon was added, and reacted under an atmosphere of H2 at room temperature overnight. It was filtered to remove solid, rotate evaporated to dryness to remove the solvent, and separated by a preparative chromatography to obtain a white solid 630 mg, at a yield of 53.3%. The reactants are CC(C)=O, O=C(c1ccc(F)cc1)c1cncc(CCl)c1, ClCCl, [I-], [K+]. The product is O=C(c1ccc(F)cc1)c1cncc(CI)c1. RXN SMILES: [CH3:20][C:21](=[O:22])[CH3:23].[Cl:1][CH2:2][c:3]1[cH:4][c:5]([C:9](=[O:10])[c:11]2[cH:12][cH:13][c:14]([F:17])[cH:15][cH:16]2)[cH:6][n:7][cH:8]1.[Cl:24][CH2:25][Cl:26].[I-:19].[K+:18]>>[CH2:2]([c:3]1[cH:4][c:5]([C:9](=[O:10])[c:11]2[cH:12][cH:13][c:14]([F:17])[cH:15][cH:16]2)[cH:6][n:7][cH:8]1)[I:19].